This data is from the Open Reaction Database (ORD), a public repository of structured organic reaction records. The task is: describe an organic reaction: reactants, conditions, products, and yield Reactants: [H-].[Al+3].[Li+].[H-].[H-].[H-] (Lithium aluminium hydride), COC1=C2CC(CC2=C(C(=C1OC)OC)OC)CCCCCCCC(=O)OCC (ethyl 8-(4,5,6,7-tetramethoxyindan-2-yl)octanoate), Cl (hydrochloric acid). Run in C(C)OCC (diethyl ether). Run at time 1 hour. The product is COC1=C2CC(CC2=C(C(=C1OC)OC)OC)CCCCCCCCO (8-(4,5,6,7-Tetramethoxyindan-2-yl)octanol). Yield: 0.1%. Reaction SMILES: [H-].[Al+3].[Li+].[H-].[H-].[H-].[CH3:7][O:8][C:9]1[C:17]([O:18][CH3:19])=[C:16]([O:20][CH3:21])[C:15]([O:22][CH3:23])=[C:14]2[C:10]=1[CH2:11][CH:12]([CH2:24][CH2:25][CH2:26][CH2:27][CH2:28][CH2:29][CH2:30][C:31](OCC)=[O:32])[CH2:13]2.Cl>C(OCC)C>[CH3:23][O:22][C:15]1[C:16]([O:20][CH3:21])=[C:17]([O:18][CH3:19])[C:9]([O:8][CH3:7])=[C:10]2[C:14]=1[CH2:13][CH:12]([CH2:24][CH2:25][CH2:26][CH2:27][CH2:28][CH2:29][CH2:30][CH2:31][OH:32])[CH2:11]2 |f:0.1.2.3.4.5|. Procedure details: Lithium aluminium hydride (41.8 mg, 1.10 mmols) was added to a diethyl ether (3.0 ml) solution of ethyl 8-(4,5,6,7-tetramethoxyindan-2-yl)octanoate (150 mg, 367 mmols), with cooling with ice. The reaction mixture was allowed to warm to room temperature and stirred for 1 hour. 1 N hydrochloric acid was added to the reaction mixture, which was then extracted with ethyl acetate. The organic layer was washed with water and a saturated aqueous sodium chloride solution, and then dried. The solvent was... The reactants are [Na+].O[C@@H]1C[C@@H](CNC1)C(=O)[O-] (cis-(3RS,5RS)-5-hydroxy-3-piperidinecarboxylic acid sodium salt), ClC(=O)OCC1=CC=CC=C1 (benzyl chloroformate). The solvent is [OH-].[Na+] (NaOH). Run at time 14 hour. Yields the product O[C@@H]1C[C@@H](CN(C1)C(=O)OCC1=CC=CC=C1)C(=O)O (cis-(3RS,5RS)-5-Hydroxy 1-{[(phenylmethyl)oxy]carbonyl}-3-piperidinecarboxylic Acid). Yield: 71.6%. Reaction SMILES: [Na+].[OH:2][C@H:3]1[CH2:8][NH:7][CH2:6][C@@H:5]([C:9]([O-:11])=[O:10])[CH2:4]1.Cl[C:13]([O:15][CH2:16][C:17]1[CH:22]=[CH:21][CH:20]=[CH:19][CH:18]=1)=[O:14]>[OH-].[Na+]>[OH:2][C@H:3]1[CH2:8][N:7]([C:13]([O:15][CH2:16][C:17]2[CH:22]=[CH:21][CH:20]=[CH:19][CH:18]=2)=[O:14])[CH2:6][C@@H:5]([C:9]([OH:11])=[O:10])[CH2:4]1 |f:0.1,3.4|. Procedure details: To cis-(3RS,5RS)-5-hydroxy-3-piperidinecarboxylic acid sodium salt (5.2 g; 31.0 mmol) in 0.5 N NaOH (100 ml) was added benzyl chloroformate (7.0 ml; 50.0 mmol) and the reaction was allowed to stir at room temperature under N2 for 14 hours. The reaction was extracted with diethyl ether (2×50 ml), acidified with 6N HCl (pH=2) and extracted with EtOAc (4×100 ml). The combined organic extracts were dried with Na2SO4, the solvents were removed to provide the desired compound (6.2 g; 72%). The reactants are C1(CCCC1)C(=O)C=1OC2=C(C1C)C=C(C=C2)F (cyclopentyl(5-fluoro-3-methyl-1-benzofuran-2-yl)methanone), C(O)([O-])=O.[Na+] (sodium hydrogen carbonate), C(#N)[BH3-].[Na+] (sodium cyanoborohydride), NC1=CC=C(C(=O)OC)C=C1 (methyl 4-aminobenzoate), C(O)([O-])=O.[Na+] (sodium hydrogen carbonate). The reagents and catalysts are [Ti](Cl)(Cl)(Cl)Cl (titanium (IV) chloride). Run in C(C)N(CC)CC (triethylamine), O1CCCC1 (tetrahydrofuran), C(C)(=O)O (acetic acid), ClCCl (dichloromethane). Run at time 2 hour. The product is C1(CCCC1)C(C=1OC2=C(C1C)C=C(C=C2)F)NC2=CC=C(C(=O)OC)C=C2 (methyl 4-{[cyclopentyl(5-fluoro-3-methyl-1-benzofuran-2-yl)methyl]amino}benzoate). Yield: 63.1%. As a reaction SMILES: [CH:1]1([C:6]([C:8]2[O:9][C:10]3[CH:17]=[CH:16][C:15]([F:18])=[CH:14][C:11]=3[C:12]=2[CH3:13])=O)[CH2:5][CH2:4][CH2:3][CH2:2]1.[NH2:19][C:20]1[CH:29]=[CH:28][C:23]([C:24]([O:26][CH3:27])=[O:25])=[CH:22][CH:21]=1.C(=O)([O-])O.[Na+].C([BH3-])#N.[Na+]>O1CCCC1.[Ti](Cl)(Cl)(Cl)Cl.C(O)(=O)C.ClCCl.C(N(CC)CC)C>[CH:1]1([CH:6]([NH:19][C:20]2[CH:21]=[CH:22][C:23]([C:24]([O:26][CH3:27])=[O:25])=[CH:28][CH:29]=2)[C:8]2[O:9][C:10]3[CH:17]=[CH:16][C:15]([F:18])=[CH:14][C:11]=3[C:12]=2[CH3:13])[CH2:5][CH2:4][CH2:3][CH2:2]1 |f:2.3,4.5|. Procedure details: To a mixture of cyclopentyl(5-fluoro-3-methyl-1-benzofuran-2-yl)methanone (1.3 g) synthesized in Example A67(3), methyl 4-aminobenzoate (798 mg), triethylamine (5.88 mL) and dichloromethane (13 mL) was added titanium (IV) chloride (1.0M dichloromethane solution, 6.3 mL) at 0° C., and the mixture was stirred at room temperature for 2 hr under nitrogen atmosphere. Saturated aqueous sodium hydrogen carbonate solution was added to quench the reaction. The solvent was concentrated under reduced press... Starting materials: [OH-].[Na+] (sodium hydroxide), compound, C(N)(=N)NNC(C1=CN=C(C=C1)Cl)=O (6-Chloronicotinic acid 2-amidinohydrazide), CN=C=S (methyl isothiocyanate), NC(=S)N (thiourea), Cl (hydrochloric acid). Solvent: CS(=O)C (dimethylsulfoxide). Conditions: temperature 180 celsius, time 1 hour. Product: NC1=NC(=NN1C(=S)NC)C=1C=NC(=CC1)Cl (5-Amino-3-(6-chloro-3-pyridyl)-1-[methylamino(thiocarbonyl)]-1H-1,2,4-triazole). The yield is 29.0%. As a reaction SMILES: [C:1]([NH:4][NH:5][C:6](=O)[C:7]1[CH:12]=[CH:11][C:10]([Cl:13])=[N:9][CH:8]=1)(=[NH:3])[NH2:2].NC(N)=S.[OH-].[Na+].[CH3:21][N:22]=[C:23]=[S:24].Cl>CS(C)=O>[NH2:2][C:1]1[N:4]([C:23]([NH:22][CH3:21])=[S:24])[N:5]=[C:6]([C:7]2[CH:8]=[N:9][C:10]([Cl:13])=[CH:11][CH:12]=2)[N:3]=1 |f:2.3|. Procedure: The synthesis method of Example 1-(2) was applied. The compound (5.4 g) obtained in (1) above and dimethylsulfoxide (50 ml) were used as reagents and the mixture was stirred at 180° C. for 1 hour. After the reaction, the reaction mixture was ice-cooled and used as it was in the next reaction. The conversion to a thiourea compound was performed according to the method of Example 7-(3). The above-mentioned solution, a 1N aqueous sodium hydroxide solution (20 ml) and methyl isothiocyanate (1.5 g) w... The reactants are C[Si]([N-][Si](C)(C)C)(C)C.[K+] (potassium hexamethyldisilazide), C(C)(C1=NC=CC=C1)C1=NC=CC=C1 (2,2′-(ethane-1,1-diyl)dipyridine), FC1=NC(=CC=C1)F (2,6-difluoropyridine). Solvent: O1CCCC1 (tetrahydrofuran), O1CCCC1 (tetrahydrofurane). Product: FC1=CC=CC(=N1)C(C)(C1=NC=CC=C1)C1=NC=CC=C1 (2,2′-(1-(6-fluoropyridin-2-yl)ethane-1,1-diyl)dipyridine). As a reaction SMILES: [CH:1]([C:9]1[CH:14]=[CH:13][CH:12]=[CH:11][N:10]=1)([C:3]1[CH:8]=[CH:7][CH:6]=[CH:5][N:4]=1)[CH3:2].C[Si](C)(C)[N-][Si](C)(C)C.[K+].F[C:26]1[CH:31]=[CH:30][CH:29]=[C:28]([F:32])[N:27]=1>O1CCCC1>[F:32][C:28]1[N:27]=[C:26]([C:1]([C:9]2[CH:14]=[CH:13][CH:12]=[CH:11][N:10]=2)([C:3]2[CH:8]=[CH:7][CH:6]=[CH:5][N:4]=2)[CH3:2])[CH:31]=[CH:30][CH:29]=1 |f:1.2|. Reported procedure: 26.8 g (145 mmol) of 2,2′-(ethane-1,1-diyl)dipyridine were dissolved in 400 ml of tetrahydrofurane. A solution of 32 g (160 mmol) of potassium hexamethyldisilazide in 240 ml tetrahydrofuran was added. Meanwhile the solution coloured to dark red. After stirring for one hour 16.8 g (145 mmol) of 2,6-difluoropyridine was added in one batch. The mixture was heated under reflux for 1 hour. The reactants are C(\C=C\C(=O)O)(=O)O.C(C)(=O)C1=CC=C(C=C1)N1CCC(CC1)N(CCC1=CC=CC=C1)C (1-(4-acetylphenyl)- 4-(N-methyl-N-(2-phenylethyl)amino)piperidine fumarate), [BH4-].[Na+] (sodium borohydride). Run in CO (methanol). Reaction conditions: time 16 hour. Yields the product C(\C=C\C(=O)O)(=O)O.C(\C=C\C(=O)O)(=O)O.OC(C)C1=CC=C(C=C1)N1CCC(CC1)N(CCC1=CC=CC=C1)C (1-(4-(1-hydroxyethyl)phenyl)-4-(N-methyl-N-(2-phenylethyl)amino)piperidine difumarate). Isolated yield 18.0%. Reaction SMILES: [C:1]([OH:8])(=[O:7])/[CH:2]=[CH:3]/[C:4]([OH:6])=[O:5].[C:9]([C:12]1[CH:17]=[CH:16][C:15]([N:18]2[CH2:23][CH2:22][CH:21]([N:24]([CH3:33])[CH2:25][CH2:26][C:27]3[CH:32]=[CH:31][CH:30]=[CH:29][CH:28]=3)[CH2:20][CH2:19]2)=[CH:14][CH:13]=1)(=[O:11])[CH3:10].[BH4-].[Na+]>CO>[C:1]([OH:8])(=[O:7])/[CH:2]=[CH:3]/[C:4]([OH:6])=[O:5].[C:1]([OH:8])(=[O:7])/[CH:2]=[CH:3]/[C:4]([OH:6])=[O:5].[OH:11][CH:9]([C:12]1[CH:13]=[CH:14][C:15]([N:18]2[CH2:19][CH2:20][CH:21]([N:24]([CH3:33])[CH2:25][CH2:26][C:27]3[CH:32]=[CH:31][CH:30]=[CH:29][CH:28]=3)[CH2:22][CH2:23]2)=[CH:16][CH:17]=1)[CH3:10] |f:0.1,2.3,5.6.7|. Procedure details: 10.4 g (0.32 mol) of the product from Example 12 (as base) were dissolved in 500 ml of methanol and, at 10° C., 18.0 g (0.475 mol) of sodium borohydride were added a little at a time. The mixture was stirred at room temperature for 16 hours and then evaporated in a rotary evaporator. The residue was partitioned between methylene chloride and water, and the organic phase was dried and evaporated in a rotary evaporator. The resulting oil was crystallized as the fumarate. 16.4 g of 1-(4-(1-hydroxye...